Dataset: the Open Reaction Database (ORD), a public repository of structured organic reaction records. Task: describe an organic reaction: reactants, conditions, products, and yield Starting materials: O=C([O-])[O-], CN(C)C=O, CCOC(C)=O, [Cs+], [Cs+], CC1OC1(Cn1cncn1)c1ccc(F)cc1F, O, O=c1[nH]ccn1-c1ccc(-n2cncn2)cc1. The product is CC(n1ccn(-c2ccc(-n3cncn3)cc2)c1=O)C(O)(Cn1cncn1)c1ccc(F)cc1F. RXN SMILES: [C:36](=[O:37])([O-:38])[O-:39].[CH3:42][N:43]([CH3:44])[CH:45]=[O:46].[CH3:47][CH2:48][O:49][C:50](=[O:51])[CH3:52].[Cs+:40].[Cs+:41].[F:1][c:2]1[c:3]([C:9]2([CH2:13][n:14]3[n:15][cH:16][n:17][cH:18]3)[O:10][CH:11]2[CH3:12])[cH:4][cH:5][c:6]([F:8])[cH:7]1.[OH2:53].[n:19]1(-[c:24]2[cH:25][cH:26][c:27](-[n:30]3[c:31](=[O:35])[nH:32][cH:33][cH:34]3)[cH:28][cH:29]2)[n:20][cH:21][n:22][cH:23]1>>[F:1][c:2]1[c:3]([C:9]([OH:10])([CH:11]([CH3:12])[n:32]2[c:31](=[O:35])[n:30](-[c:27]3[cH:26][cH:25][c:24](-[n:19]4[n:20][cH:21][n:22][cH:23]4)[cH:29][cH:28]3)[cH:34][cH:33]2)[CH2:13][n:14]2[n:15][cH:16][n:17][cH:18]2)[cH:4][cH:5][c:6]([F:8])[cH:7]1.